From a dataset of the Open Reaction Database (ORD), a public repository of structured organic reaction records. describe an organic reaction: reactants, conditions, products, and yield Reactants: COC(=O)Cl, Cl, CN(C(=O)N(C)C1CN(C(=O)C2CCC(N)CC2)CC1c1ccc(F)cc1)c1cc(C(F)(F)F)cc(C(F)(F)F)c1. Product: COC(=O)NC1CCC(C(=O)N2CC(c3ccc(F)cc3)C(N(C)C(=O)N(C)c3cc(C(F)(F)F)cc(C(F)(F)F)c3)C2)CC1. As a reaction SMILES: [C:43]([O:44][CH3:45])(=[O:46])[Cl:47].[ClH:1].[NH2:2][CH:3]1[CH2:4][CH2:5][CH:6]([C:9](=[O:10])[N:11]2[CH2:12][CH:13]([N:23]([C:24](=[O:25])[N:26]([CH3:27])[c:28]3[cH:29][c:30]([C:38]([F:39])([F:40])[F:41])[cH:31][c:32]([C:34]([F:35])([F:36])[F:37])[cH:33]3)[CH3:42])[CH:14]([c:16]3[cH:17][cH:18][c:19]([F:22])[cH:20][cH:21]3)[CH2:15]2)[CH2:7][CH2:8]1>>[NH:2]([CH:3]1[CH2:4][CH2:5][CH:6]([C:9](=[O:10])[N:11]2[CH2:12][CH:13]([N:23]([C:24](=[O:25])[N:26]([CH3:27])[c:28]3[cH:29][c:30]([C:38]([F:39])([F:40])[F:41])[cH:31][c:32]([C:34]([F:35])([F:36])[F:37])[cH:33]3)[CH3:42])[CH:14]([c:16]3[cH:17][cH:18][c:19]([F:22])[cH:20][cH:21]3)[CH2:15]2)[CH2:7][CH2:8]1)[C:43]([O:44][CH3:45])=[O:46]. Starting materials: O1C(CCCC1)OCCN1N=CC(=C1)C1=CN=C2C(=N1)N(N=N2)CC=2C=C1C=CC=NC1=CC2 (6-(6-{1-[2-(tetrahydro-pyran-2-yloxy)-ethyl]-1H-pyrazol-4-yl}-[1,2,3]triazolo[4,5-b]pyrazin-1-ylmethyl)-quinoline), O1CCOCC1.Cl (HCl dioxane). Run in C(Cl)Cl (CH2Cl2). Reaction conditions: time 1 hour. Product: N1=CC=CC2=CC(=CC=C12)CN1N=NC2=NC=C(N=C21)C=2C=NN(C2)CCO (2-[4-(3-Quinolin-6-ylmethyl-3H-[1,2,3]triazolo[4,5-b]pyrazin-5-yl)-pyrazol-1-yl]-ethanol). Yield: 63.0%. As a reaction SMILES: O1CCCCC1[O:7][CH2:8][CH2:9][N:10]1[CH:14]=[C:13]([C:15]2[N:20]=[C:19]3[N:21]([CH2:24][C:25]4[CH:26]=[C:27]5[C:32](=[CH:33][CH:34]=4)[N:31]=[CH:30][CH:29]=[CH:28]5)[N:22]=[N:23][C:18]3=[N:17][CH:16]=2)[CH:12]=[N:11]1.O1CCOCC1.Cl>C(Cl)Cl>[N:31]1[C:32]2[C:27](=[CH:26][C:25]([CH2:24][N:21]3[C:19]4[C:18](=[N:17][CH:16]=[C:15]([C:13]5[CH:12]=[N:11][N:10]([CH2:9][CH2:8][OH:7])[CH:14]=5)[N:20]=4)[N:23]=[N:22]3)=[CH:34][CH:33]=2)[CH:28]=[CH:29][CH:30]=1 |f:1.2|. Procedure: To a solution of 6-(6-{1-[2-(tetrahydro-pyran-2-yloxy)-ethyl]-1H-pyrazol-4-yl}-[1,2,3]triazolo[4,5-b]pyrazin-1-ylmethyl)-quinoline (780 mg, 1.71 mmol) in CH2Cl2 (20 mL) was added the anhydrous HCl dioxane solution dropwise (4N, 1.07 mL, 4.27 mmol). A white solid was precipitated out. The reaction mixture was stirred for 1 hour and the LCMS showed the completion of the reaction. The reaction mixture was concentrated, and the residue was dissolved in distilled water (15 mL). The solution was adjus...